From a dataset of the Open Reaction Database (ORD), a public repository of structured organic reaction records. describe an organic reaction: reactants, conditions, products, and yield Starting materials: C(C)C1(C(OCC2=C1C=C1C=3N=C4C(=C(C3CN1C2=O)CC[Si](C)(C)CCCO)C=CC=C4)=O)OC(OCC4=CC=CC=C4)=O (Carbonic acid benzyl ester 4-ethyl-11-{2-[(3-hydroxy-propyl)-dimethyl-silanyl]-ethyl}-3,13-dioxo-3,4,12,13-tetrahydro-1H-2-oxa-6,12a-diaza-dibenzo[b,h]fluoren-4-yl ester), C(C)O (ethanol), [H][H] (hydrogen). The reagents and catalysts are [Pd] (palladium on carbon). Yields the product C(C)C1(C(OCC2=C1C=C1C=3N=C4C(=C(C3CN1C2=O)CC[Si](CCCOC(C2=CC=CC=C2)=O)(C)C)C=CC=C4)=O)O (Benzoic acid 3-{[2-(4-ethyl-4-hydroxy-3,13-dioxo-3,4,12,13-tetrahydro-1H-2-oxa-6,12a-diaza-dibenzo[b,h]fluoren-11-yl)-ethyl]-dimethyl-silanyl}-propyl ester). Reaction SMILES: [CH2:1]([C:3]1([O:35]C(=O)OCC2C=CC=CC=2)[C:8]2[CH:9]=[C:10]3[N:18]([C:19](=[O:20])[C:7]=2[CH2:6][O:5][C:4]1=[O:34])[CH2:17][C:16]1[C:15]([CH2:21][CH2:22][Si:23]([CH2:26][CH2:27][CH2:28][OH:29])([CH3:25])[CH3:24])=[C:14]2[CH:30]=[CH:31][CH:32]=[CH:33][C:13]2=[N:12][C:11]3=1)[CH3:2].[H][H].[CH2:48]([OH:50])[CH3:49]>[Pd]>[CH2:1]([C:3]1([OH:35])[C:8]2[CH:9]=[C:10]3[N:18]([C:19](=[O:20])[C:7]=2[CH2:6][O:5][C:4]1=[O:34])[CH2:17][C:16]1[C:15]([CH2:21][CH2:22][Si:23]([CH3:25])([CH3:24])[CH2:26][CH2:27][CH2:28][O:29][C:48](=[O:50])[C:49]2[CH:7]=[CH:8][CH:3]=[CH:1][CH:2]=2)=[C:14]2[CH:30]=[CH:31][CH:32]=[CH:33][C:13]2=[N:12][C:11]3=1)[CH3:2]. Reported procedure: A mixture of Compound 53 (20 mg, 0.027 mmol), 10% palladium on carbon (4 mg, 20%) in 1 mL of ethanol was hydrogenated for 17 hours at a balloon pressure of hydrogen at 21° C. The catalyst was removed by filtration over celite and the filtrate was evaporated to give a crude product, which was chromatographed to give the desired product. Starting materials: COC1(C(C(CCCC1)C(C(=O)OCC)=O)=O)OC (ethyl (3,3-dimethoxy-2-oxocycloheptyl)(oxo)acetate), Cl.NO (hydroxylamine hydrochloride). The yield is 35.0%. Conditions: time 8 hour. Yields the product O=C1CCCCC=2C1=NOC2C(=O)OCC (ethyl 8-oxo-5,6,7,8-tetrahydro-4H-cyclohepta[c]isoxazole-3-carboxylate). Run in CCO (EtOH). Procedure details: To a solution of ethyl (3,3-dimethoxy-2-oxocycloheptyl)(oxo)acetate (0.850 g, 3.12 mmol) in 15 mL of EtOH, hydroxylamine hydrochloride (0.225 g, 3.24 mmol) was added. The mixture was stirred at room temperature overnight. The solvent was removed under reduced pressure and the crude solid was purified by flash chromatography on silica gel (eluant: AcOEt/hexane:1/9) to afford 0.245 g (35% yield) of: As a reaction SMILES: C[O:2][C:3]1(OC)[CH2:9][CH2:8][CH2:7][CH2:6][CH:5]([C:10](=[O:16])[C:11]([O:13][CH2:14][CH3:15])=[O:12])[C:4]1=O.Cl.[NH2:21]O>CCO>[O:2]=[C:3]1[C:4]2=[N:21][O:16][C:10]([C:11]([O:13][CH2:14][CH3:15])=[O:12])=[C:5]2[CH2:6][CH2:7][CH2:8][CH2:9]1 |f:1.2|.